This data is from the Open Reaction Database (ORD), a public repository of structured organic reaction records. The task is: describe an organic reaction: reactants, conditions, products, and yield Starting materials: C1COC(C2=C(C=CC=C2)CCOS(=O)(=O)C2=CC=C(C=C2)C)O1 (2-(2-(4-methylphenylsulphonyloxy)ethyl)benzaldehyde ethylene acetal), [N-]=[N+]=[N-].[Na+] (sodium azide). Solvent: CS(=O)C (DMSO), O (water). The product is C1COC(C2=C(C=CC=C2)CCN=[N+]=[N-])O1 (2-(2-Azidoethyl)benzaldehyde ethylene acetal). The yield is 95.7%. As a reaction SMILES: [CH2:1]1[O:24][CH:4]([C:5]2[CH:10]=[CH:9][CH:8]=[CH:7][C:6]=2[CH2:11][CH2:12]OS(C2C=CC(C)=CC=2)(=O)=O)[O:3][CH2:2]1.[N-:25]=[N+:26]=[N-:27].[Na+]>CS(C)=O.O>[CH2:1]1[O:24][CH:4]([C:5]2[CH:10]=[CH:9][CH:8]=[CH:7][C:6]=2[CH2:11][CH2:12][N:25]=[N+:26]=[N-:27])[O:3][CH2:2]1 |f:1.2|. Procedure details: A solution of 2-(2-(4-methylphenylsulphonyloxy)ethyl)benzaldehyde ethylene acetal (1.43 g, 4.10 mmol) and sodium azide (0.53 g, 8.2 mmol) in DMSO (20 ml) was stirred for 16 h, diluted with water, extracted three times with ether, washed with brine, dried over sodium sulphate and evaporated to afford the product as a yellow oil (0.86 g), MS (+EI) 190 [(M-NH2)+], 1H NMR (d6 -DMSO) 7.53-7.25 (4H, m), 5.92 (1H, s), 4.19-3.95 (4H, m), 3.53 (2H, t, J7.2 Hz), 2.98 (2H, t, J7.2 Hz). Starting materials: BrC1=CC(=C(C=C1)NC1=C(C(=CC(=C1[N+](=O)[O-])F)OC)F)F ((4-bromo-2-fluoro-phenyl)-(2,5-difluoro-3-methoxy-6-nitro-phenyl)-amine), BrC1=CC(=C(C=C1)NC1=C(C(=CC(=C1[N+](=O)[O-])F)OC)F)F ((4-bromo-2-fluoro-phenyl)-(2,5-difluoro-3-methoxy-6-nitro-phenyl)-amine), [O-]S(=O)S(=O)[O-].[Na+].[Na+] (Na2S2O4). Solvent: C(C)O (ethanol), O (water). Conditions: temperature 70 celsius. Yields the product BrC1=CC(=C(C=C1)NC=1C(=C(C=C(C1F)OC)F)N)F (N2-(4-bromo-2-fluoro-phenyl)-3,6-difluoro-4-methoxy-benzene-1,2-diamine). Yield: 78.6%. As a reaction SMILES: [Br:1][C:2]1[CH:7]=[CH:6][C:5]([NH:8][C:9]2[C:14]([N+:15]([O-])=O)=[C:13]([F:18])[CH:12]=[C:11]([O:19][CH3:20])[C:10]=2[F:21])=[C:4]([F:22])[CH:3]=1.[O-]S(S([O-])=O)=O.[Na+].[Na+]>C(O)C.O>[Br:1][C:2]1[CH:7]=[CH:6][C:5]([NH:8][C:9]2[C:14]([NH2:15])=[C:13]([F:18])[CH:12]=[C:11]([O:19][CH3:20])[C:10]=2[F:21])=[C:4]([F:22])[CH:3]=1 |f:1.2.3|. Reported procedure: A suspension of (4-bromo-2-fluoro-phenyl)-(2,5-difluoro-3-methoxy-6-nitro-phenyl)-amine (Intermediate 16, 0.850 g, 2.2 mmol) in ethanol (13 mL) was stirred at 70° C. to obtain a clear solution. To this hot solution, was added a freshly prepared solution of Na2S2O4 (1.2 g, 6.7 mmol) in water (2.4 mL) and stirred the reaction mixture at 90° C. for 1 h. The progress of reaction was monitored by TLC. After completion, the solvent was removed under reduced pressure. The residue was diluted with ethyl... Starting materials: C1COCCO1, CC(C)O, FC1(C2CC2)CNC1, CCN(C(C)C)C(C)C, O=C(Nc1ccc(Sc2nc(Cl)cc(Nc3ccccn3)n2)cc1)C1CC1, Cl. Product: O=C(Nc1ccc(Sc2nc(Nc3ccccn3)cc(N3CC(F)(C4CC4)C3)n2)cc1)C1CC1. Reaction SMILES: [CH2:50]1[O:51][CH2:52][CH2:53][O:54][CH2:55]1.[CH3:46][CH:47]([OH:48])[CH3:49].[CH:29]1([C:32]2([F:36])[CH2:33][NH:34][CH2:35]2)[CH2:30][CH2:31]1.[CH:37]([N:38]([CH2:39][CH3:40])[CH:41]([CH3:42])[CH3:43])([CH3:44])[CH3:45].[Cl:1][c:2]1[n:3][c:4]([S:15][c:16]2[cH:17][cH:18][c:19]([NH:22][C:23](=[O:24])[CH:25]3[CH2:26][CH2:27]3)[cH:20][cH:21]2)[n:5][c:6]([NH:8][c:9]2[n:10][cH:11][cH:12][cH:13][cH:14]2)[cH:7]1.[ClH:28]>>[c:2]1([N:34]2[CH2:33][C:32]([CH:29]3[CH2:30][CH2:31]3)([F:36])[CH2:35]2)[n:3][c:4]([S:15][c:16]2[cH:17][cH:18][c:19]([NH:22][C:23](=[O:24])[CH:25]3[CH2:26][CH2:27]3)[cH:20][cH:21]2)[n:5][c:6]([NH:8][c:9]2[n:10][cH:11][cH:12][cH:13][cH:14]2)[cH:7]1.